This data is from the Open Reaction Database (ORD), a public repository of structured organic reaction records. The task is: describe an organic reaction: reactants, conditions, products, and yield Reactants: OC(=O)C(F)(F)F.FC1=C(OC2CCN(CC2)C2=C(N=C3C(=N2)CNCC3)NC(C)C)C=CC(=C1)F (3-(4-(2,4-difluorophenoxyl)piperidin-1-yl)-N-isopropyl-5,6,7,8-tetrahydropyrido[3,4-b]pyrazin-2-amine TFA salt), C(=O)([O-])[O-].[Cs+].[Cs+] (Cs2CO3), FC(I)F (difluoroiodomethane). The solvent is CC(=O)N(C)C (DMA). Run at temperature 50 celsius. Yields the product FC1=C(OC2CCN(CC2)C2=C(N=C3C(=N2)CN(CC3)C=O)NC(C)C)C=CC(=C1)F (3-(4-(2,4-difluorophenoxyl)piperidin-1-yl)-2-(isopropylamino)-7,8-dihydropyrido[3,4-b]pyrazine-6(5H)-carbaldehyde), C(=O)(C(F)(F)F)O (TFA). The yield is 338.7%. Reaction SMILES: [OH:1][C:2]([C:4]([F:7])([F:6])[F:5])=[O:3].[F:8][C:9]1[CH:35]=[C:34]([F:36])[CH:33]=[CH:32][C:10]=1[O:11][CH:12]1[CH2:17][CH2:16][N:15]([C:18]2[N:23]=[C:22]3[CH2:24][NH:25][CH2:26][CH2:27][C:21]3=[N:20][C:19]=2[NH:28][CH:29]([CH3:31])[CH3:30])[CH2:14][CH2:13]1.C([O-])([O-])=O.[Cs+].[Cs+].FC(F)I>CC(N(C)C)=O>[F:8][C:9]1[CH:35]=[C:34]([F:36])[CH:33]=[CH:32][C:10]=1[O:11][CH:12]1[CH2:13][CH2:14][N:15]([C:18]2[N:23]=[C:22]3[CH2:24][N:25]([CH:2]=[O:1])[CH2:26][CH2:27][C:21]3=[N:20][C:19]=2[NH:28][CH:29]([CH3:31])[CH3:30])[CH2:16][CH2:17]1.[C:2]([OH:3])([C:4]([F:7])([F:6])[F:5])=[O:1] |f:0.1,2.3.4|. Reported procedure: A mixture of 3-(4-(2,4-difluorophenoxyl)piperidin-1-yl)-N-isopropyl-5,6,7,8-tetrahydropyrido[3,4-b]pyrazin-2-amine TFA salt (36 mg, 0.058 mmol), Cs2CO3 (66.0 mg, 0.203 mmol), and difluoroiodomethane (0.051 mL, 0.579 mmol) in DMA (0.5 mL) was heated in a microwave on high absorbance for 15 min at 50° C. The resulting crude material was filtered, rinsed with DMSO (2×0.5 mL), and purified by HPLC Method B using a 30% to 70% ACN gradient to give the title compound as a TFA salt (11.2 mg, 35.5%) as a... The reactants are NC=1C(=NC=C(C1)C(F)(F)F)S (3-amino-5-(trifluoromethyl)-pyridine-2-thiol), FC1=C(C=O)C=CN=C1 (3-fluoroisonicotinaldehyde), CS(=O)C (DMSO). Solvent: O (water). Conditions: temperature 170 celsius, time 2 hour. Product: FC=1C=NC=CC1C=1SC2=NC=C(C=C2N1)C(F)(F)F (2-(3-fluoropyridin-4-yl)-6-(trifluoromethyl)thiazolo[5,4-b]pyridine). Yield: 39.7%. Reaction SMILES: [NH2:1][C:2]1[C:3]([SH:12])=[N:4][CH:5]=[C:6]([C:8]([F:11])([F:10])[F:9])[CH:7]=1.[F:13][C:14]1[CH:21]=[N:20][CH:19]=[CH:18][C:15]=1[CH:16]=O.CS(C)=O>O>[F:13][C:14]1[CH:21]=[N:20][CH:19]=[CH:18][C:15]=1[C:16]1[S:12][C:3]2[C:2]([N:1]=1)=[CH:7][C:6]([C:8]([F:9])([F:11])[F:10])=[CH:5][N:4]=2. Procedure details: A mixture of 0.90 g of 3-amino-5-(trifluoromethyl)-pyridine-2-thiol, 0.58 g of 3-fluoroisonicotinaldehyde and 5 ml of DMSO was stirred at 170° C. for 2 hours. The reaction mixture was cooled down to room temperature, then, to the reaction mixture was added water, and the resultant mixture was extracted with ethyl acetate twice. The combined organic layers were washed with water and saturated saline, dried over magnesium sulfate, then, concentrated under reduced pressure. The residue was subjecte... Reported procedure: The title compound was prepared by a similar method to preparation 8 from 2-(methylsulfanyl)-N-phenethyl-9-tetrahydro-2H-pyran-2-yl-9H-purin-6-amine (16.7 g, 45 mmol) (preparation 42), Oxone (trade mark) (42.0 g, 136 mmol) and solid sodium hydrogen carbonate (20 g, 238 mmol). This gave the title compound (21.4 g) as a white solid. MS: 402 (MH+). Starting materials: CSC1=NC(=C2N=CN(C2=N1)C1OCCCC1)NCCC1=CC=CC=C1 (2-(methylsulfanyl)-N-phenethyl-9-tetrahydro-2H-pyran-2-yl-9H-purin-6-amine), OOS(=O)[O-].[K+] (Oxone), C(O)([O-])=O.[Na+] (sodium hydrogen carbonate). As a reaction SMILES: CS[C:3]1[N:11]=[C:10]2[C:6]([N:7]=[CH:8][N:9]2[CH:12]2[CH2:17][CH2:16][CH2:15][CH2:14][O:13]2)=[C:5]([NH:18][CH2:19][CH2:20][C:21]2[CH:26]=[CH:25][CH:24]=[CH:23][CH:22]=2)[N:4]=1.O[O:28][S:29]([O-:31])=O.[K+].[C:33](=O)([O-])O.[Na+]>>[CH3:33][S:29]([C:3]1[N:11]=[C:10]2[C:6]([N:7]=[CH:8][N:9]2[CH:12]2[CH2:17][CH2:16][CH2:15][CH2:14][O:13]2)=[C:5]([NH:18][CH2:19][CH2:20][C:21]2[CH:22]=[CH:23][CH:24]=[CH:25][CH:26]=2)[N:4]=1)(=[O:31])=[O:28] |f:1.2,3.4|. Yield: 118.4%. Yields the product CS(=O)(=O)C1=NC(=C2N=CN(C2=N1)C1OCCCC1)NCCC1=CC=CC=C1 (2-(Methylsulfonyl)-N-phenethyl-9-tetrahydro-2H-pyran-2-yl-9H-purin-6-amine).